Dataset: the Open Reaction Database (ORD), a public repository of structured organic reaction records. Task: describe an organic reaction: reactants, conditions, products, and yield Solvent: O (H2O), Cl (HCl), CN(C)C=O (DMF). Reactants: C(CCCCCC)[C@H]1[C@H](O1)CO ((2R-cis)-3-heptyloxiranemethanol), [Cr](=O)(=O)([O-])O[Cr](=O)(=O)[O-].[NH+]1=CC=CC=C1.[NH+]1=CC=CC=C1 (pyridinium dichromate). Yields the product C(CCCCCC)[C@@H]1[C@@H](O1)C(=O)O ((2R-cis)-3-Heptyloxirane carboxylic acid). Procedure: To a solution of 300 mg (1.16 mmole) (2R-cis)-3-heptyloxiranemethanol in 50 ml of DMF was added 2.62 g (6.97 mmole) of pyridinium dichromate. The reaction was allowed to stir overnight under argon. The mixture was then diluted with 150 ml H2O and 20 ml 0.1M HCl and washed three times with 50 ml of Et2O. The combined Et2O layers are dried over MgSO4, filtered and evaporated to afford a white powder. This residue was crystallized from petroleum ether to afford 155 mg of white power, mp 53°-5° C. 1... Reaction SMILES: [CH2:1]([C@@H:8]1[O:10][C@@H:9]1[CH2:11][OH:12])[CH2:2][CH2:3][CH2:4][CH2:5][CH2:6][CH3:7].[Cr](O[Cr]([O-])(=O)=O)([O-])(=O)=[O:14].[NH+]1C=CC=CC=1.[NH+]1C=CC=CC=1>CN(C=O)C.O.Cl>[CH2:1]([C@H:8]1[O:10][C@H:9]1[C:11]([OH:14])=[O:12])[CH2:2][CH2:3][CH2:4][CH2:5][CH2:6][CH3:7] |f:1.2.3|. Run at time 8 hour. The reactants are ClC=1C=CC(=C(C1)C1C(C(OC(C1=O)(C)C)(C)C)=O)C (4-(5-chloro-2-methylphenyl)-2,2,6,6-tetramethyl-pyran-3,5-dione), FC=1C=C(C=CC1F)B(O)O (3,4-difluoro-phenylboronic acid), P(=O)([O-])([O-])[O-].[K+].[K+].[K+] (potassium phosphate), sodium S-phos-3′-sulphonate, FC=1C=C(C=CC1F)B(O)O (3,4-difluorophenylboronic acid), P(=O)([O-])([O-])[O-].[K+].[K+].[K+] (potassium phosphate), Cl (hydrochloric acid). The reagents and catalysts are C(C)(=O)[O-].[Pd+2].C(C)(=O)[O-] (palladium(II) acetate). Solvent: CN(C=O)C (N,N-dimethylformamide), C(C)(=O)OCC (ethyl acetate). Reaction conditions: temperature 160 celsius, time 5 minute. The product is FC=1C=C(C=CC1F)C1=CC(=C(C=C1)C)C1C(C(OC(C1=O)(C)C)(C)C)=O (4-(3′,4′-difluoro-4-methylbiphenyl-3-yl)-2,2,6,6-tetramethylpyran-3,5-dione). Yield: 75.0%. RXN SMILES: Cl[C:2]1[CH:3]=[CH:4][C:5]([CH3:20])=[C:6]([CH:8]2[C:13](=[O:14])[C:12]([CH3:16])([CH3:15])[O:11][C:10]([CH3:18])([CH3:17])[C:9]2=[O:19])[CH:7]=1.[F:21][C:22]1[CH:23]=[C:24](B(O)O)[CH:25]=[CH:26][C:27]=1[F:28].P([O-])([O-])([O-])=O.[K+].[K+].[K+].Cl>C(OCC)(=O)C.CN(C)C=O.C([O-])(=O)C.[Pd+2].C([O-])(=O)C>[F:21][C:22]1[CH:23]=[C:24]([C:2]2[CH:3]=[CH:4][C:5]([CH3:20])=[C:6]([CH:8]3[C:9](=[O:19])[C:10]([CH3:18])([CH3:17])[O:11][C:12]([CH3:15])([CH3:16])[C:13]3=[O:14])[CH:7]=2)[CH:25]=[CH:26][C:27]=1[F:28] |f:2.3.4.5,9.10.11|. Reported procedure: To a microwave vial is added 4-(5-chloro-2-methylphenyl)-2,2,6,6-tetramethyl-pyran-3,5-dione (0.20 g, 0.68 mmol), 3,4-difluoro-phenylboronic acid (0.107 g, 0.68 mmol), potassium phosphate (0.722 g, 3.40 mmol), palladium(II) acetate (1.6 mg, 0.0068 mmol) and sodium S-phos-3′-sulphonate (7.0 mg, 0.0136 mmol). Distilled, degassed water (0.75 ml) is next added (washing-down any solids from the slides of the vial), followed by stirring for 5 minutes and flushing with argon. This mixture is then heate... The reactants are CCC1C=C(C)C(O)C(C)CC(OC)C2OC(O)(C(=O)C(=O)N3CCCCC3C(=O)OC(C(C)=CC3CCC(O)C(OC)C3)C(C)C=CC1=O)C(C)CC2OC, CCOC(C)=O, [H][H], [Rh]. Yields the product CCC1C=C(C)C(O)C(C)CC(OC)C2OC(O)(C(=O)C(=O)N3CCCCC3C(=O)OC(C(C)=CC3CCC(O)C(OC)C3)C(C)CCC1=O)C(C)CC2OC. RXN SMILES: [CH2:1]([CH3:2])[CH:3]1[C:4](=[O:56])[CH:5]=[CH:6][CH:7]([CH3:55])[CH:8]([C:43](=[CH:44][CH:45]2[CH2:46][CH:47]([O:52][CH3:53])[CH:48]([OH:51])[CH2:49][CH2:50]2)[CH3:54])[O:9][C:10](=[O:42])[CH:11]2[CH2:12][CH2:13][CH2:14][CH2:15][N:16]2[C:17](=[O:41])[C:18](=[O:40])[C:19]2([OH:39])[CH:20]([CH3:38])[CH2:21][CH:22]([O:36][CH3:37])[CH:23]([CH:24]([O:33][CH3:34])[CH2:25][CH:26]([CH3:32])[CH:27]([OH:31])[C:28]([CH3:30])=[CH:29]1)[O:35]2.[CH3:59][CH2:60][O:61][C:62](=[O:63])[CH3:64].[H:57][H:58].[Rh:65]>>[CH2:1]([CH3:2])[CH:3]1[C:4](=[O:56])[CH2:5][CH2:6][CH:7]([CH3:55])[CH:8]([C:43](=[CH:44][CH:45]2[CH2:46][CH:47]([O:52][CH3:53])[CH:48]([OH:51])[CH2:49][CH2:50]2)[CH3:54])[O:9][C:10](=[O:42])[CH:11]2[CH2:12][CH2:13][CH2:14][CH2:15][N:16]2[C:17](=[O:41])[C:18](=[O:40])[C:19]2([OH:39])[CH:20]([CH3:38])[CH2:21][CH:22]([O:36][CH3:37])[CH:23]([CH:24]([O:33][CH3:34])[CH2:25][CH:26]([CH3:32])[CH:27]([OH:31])[C:28]([CH3:30])=[CH:29]1)[O:35]2. Reactants: BrCC1(OC2=C(C1)C(=C(C(=C2C)C)N)C)C (2-bromomethyl-2,3-dihydro-2,4,6,7-tetramethyl-5-benzofuranamine), O=C1NC2=C(N1C1CCNCC1)C=CC=C2 (4-(2-keto-1-benzimidazolinyl)piperidine). Solvent: C=1(C(=CC=CC1)C)C (xylene). Reaction conditions: temperature 180 celsius, time 15 hour. The product is O=C1NC2=C(N1C1CCN(CC1)CC1(OC3=C(C1)C(=C(C(=C3C)C)N)C)C)C=CC=C2 (2-[[4-(2,3-dihydro-2-oxo-1H-benzimidazol-1-yl)-1-piperidinyl]methyl]-2,3-dihydro-2,4,6,7-tetramethyl-5-benzofuranamine). Yield: 57.9%. Reaction SMILES: Br[CH2:2][C:3]1([CH3:16])[CH2:7][C:6]2[C:8]([CH3:15])=[C:9]([NH2:14])[C:10]([CH3:13])=[C:11]([CH3:12])[C:5]=2[O:4]1.[O:17]=[C:18]1[N:22]([CH:23]2[CH2:28][CH2:27][NH:26][CH2:25][CH2:24]2)[C:21]2[CH:29]=[CH:30][CH:31]=[CH:32][C:20]=2[NH:19]1>C1(C)C(C)=CC=CC=1>[O:17]=[C:18]1[N:22]([CH:23]2[CH2:24][CH2:25][N:26]([CH2:2][C:3]3([CH3:16])[CH2:7][C:6]4[C:8]([CH3:15])=[C:9]([NH2:14])[C:10]([CH3:13])=[C:11]([CH3:12])[C:5]=4[O:4]3)[CH2:27][CH2:28]2)[C:21]2[CH:29]=[CH:30][CH:31]=[CH:32][C:20]=2[NH:19]1. Procedure: In an autoclave, a suspension of 2-bromomethyl-2,3-dihydro-2,4,6,7-tetramethyl-5-benzofuranamine (1.4 g) and 4-(2-keto-1-benzimidazolinyl)piperidine (2.3 g) in xylene (20 mL) was stirred under nitrogen gas at 180° C. for 15 hours. The reaction mixture was then cooled, filtered, and washed with diethyl ether. The filtrate was washed with water and extracted with 1N-hydrochloric acid. The aqueous layer was neutralized with saturated aqueous NaHCO3 and extracted with 2 portions of ethyl acetate. Th... The reactants are CCCCc1ncc(C=C(COC(=O)OCC)Cc2ccc(C)o2)n1Cc1ccccc1Cl, C=O, CC(=O)[O-], CC(=O)[O-], C1CCOC1, [Pd+2], c1ccc(P(c2ccccc2)c2ccccc2)cc1. Product: CCCCc1ncc(C=C(CC(=O)OCC)Cc2ccc(C)o2)n1Cc1ccccc1Cl. RXN SMILES: [C:1](=[O:2])([O:3][CH2:6][C:7](=[CH:8][c:9]1[cH:10][n:11][c:12]([CH2:22][CH2:23][CH2:24][CH3:25])[n:13]1[CH2:14][c:15]1[c:16]([Cl:21])[cH:17][cH:18][cH:19][cH:20]1)[CH2:26][c:27]1[o:28][c:29]([CH3:32])[cH:30][cH:31]1)[O:4][CH2:5][CH3:33].[C:34]=[O:35].[C:60]([O-:61])(=[O:62])[CH3:63].[C:64]([O-:65])(=[O:66])[CH3:67].[O:55]1[CH2:56][CH2:57][CH2:58][CH2:59]1.[Pd+2:68].[c:36]1([P:37]([c:38]2[cH:39][cH:40][cH:41][cH:42][cH:43]2)[c:44]2[cH:45][cH:46][cH:47][cH:48][cH:49]2)[cH:50][cH:51][cH:52][cH:53][cH:54]1>>[CH2:6]([C:7](=[CH:8][c:9]1[cH:10][n:11][c:12]([CH2:22][CH2:23][CH2:24][CH3:25])[n:13]1[CH2:14][c:15]1[c:16]([Cl:21])[cH:17][cH:18][cH:19][cH:20]1)[CH2:26][c:27]1[o:28][c:29]([CH3:32])[cH:30][cH:31]1)[C:56](=[O:35])[O:55][CH2:59][CH3:58]. The reactants are C(C)OC(=O)C1CCCCC1 (cyclohexane carboxylic acid ethyl ester), perchlorylfluoride. Product: C(C)OC(=O)C1(CCCCC1)F (1-fluorocyclohexanecarboxylic acid ethyl ester). Reaction SMILES: [CH2:1]([O:3][C:4]([CH:6]1[CH2:11][CH2:10][CH2:9][CH2:8][CH2:7]1)=[O:5])[CH3:2].Cl([F:16])(=O)(=O)=O>>[CH2:1]([O:3][C:4]([C:6]1([F:16])[CH2:11][CH2:10][CH2:9][CH2:8][CH2:7]1)=[O:5])[CH3:2]. Procedure: By the procedure of Example 13, cyclohexane carboxylic acid ethyl ester was fluorinated with perchlorylfluoride to yield 1-fluorocyclohexanecarboxylic acid ethyl ester.